From a dataset of the Open Reaction Database (ORD), a public repository of structured organic reaction records. describe an organic reaction: reactants, conditions, products, and yield Starting materials: CC(=O)O[BH-](OC(C)=O)OC(C)=O, CC(=O)O, CCOCC, COCC1OC(n2cnc3c(NCC(c4ccccc4)c4ccccc4)nc(CN)nc32)C(O)C1O, [Na+], O=C1CCCCC1, C1CCOC1. Product: COCC1OC(n2cnc3c(NCC(c4ccccc4)c4ccccc4)nc(CNC4CCCCC4)nc32)C(O)C1O. As a reaction SMILES: [C:44]([O:45][BH-:46]([O:47][C:48](=[O:49])[CH3:50])[O:51][C:52](=[O:53])[CH3:54])(=[O:55])[CH3:56].[CH3:58][C:59](=[O:60])[OH:61].[CH3:67][CH2:68][O:69][CH2:70][CH3:71].[NH2:1][CH2:2][c:3]1[n:4][c:5]([NH:22][CH2:23][CH:24]([c:25]2[cH:26][cH:27][cH:28][cH:29][cH:30]2)[c:31]2[cH:32][cH:33][cH:34][cH:35][cH:36]2)[c:6]2[n:7][cH:8][n:9]([CH:12]3[O:13][CH:14]([CH2:19][O:20][CH3:21])[CH:15]([OH:18])[CH:16]3[OH:17])[c:10]2[n:11]1.[Na+:57].[O:37]=[C:38]1[CH2:39][CH2:40][CH2:41][CH2:42][CH2:43]1.[O:62]1[CH2:63][CH2:64][CH2:65][CH2:66]1>>[NH:1]([CH2:2][c:3]1[n:4][c:5]([NH:22][CH2:23][CH:24]([c:25]2[cH:26][cH:27][cH:28][cH:29][cH:30]2)[c:31]2[cH:32][cH:33][cH:34][cH:35][cH:36]2)[c:6]2[n:7][cH:8][n:9]([CH:12]3[O:13][CH:14]([CH2:19][O:20][CH3:21])[CH:15]([OH:18])[CH:16]3[OH:17])[c:10]2[n:11]1)[CH:38]1[CH2:39][CH2:40][CH2:41][CH2:42][CH2:43]1. Reactants: C(=O)(C(F)(F)F)O (TFA), ClC1=CC=C(CC(C(=O)OC)CC(=O)OC(C)(C)C)C=C1 (4-tert-butyl 1-methyl 2-(4-chlorobenzyl)succinate). The solvent is C(Cl)Cl (DCM). Run at time 5 hour. The product is ClC1=CC=C(CC(CC(=O)O)C(=O)OC)C=C1 (3-(4-chlorobenzyl)-4-methoxy-4-oxobutanoic acid). The yield is 99.0%. RXN SMILES: C(O)(C(F)(F)F)=O.[Cl:8][C:9]1[CH:28]=[CH:27][C:12]([CH2:13][CH:14]([CH2:19][C:20]([O:22]C(C)(C)C)=[O:21])[C:15]([O:17][CH3:18])=[O:16])=[CH:11][CH:10]=1>C(Cl)Cl>[Cl:8][C:9]1[CH:10]=[CH:11][C:12]([CH2:13][CH:14]([C:15]([O:17][CH3:18])=[O:16])[CH2:19][C:20]([OH:22])=[O:21])=[CH:27][CH:28]=1. Reported procedure: TFA (15 mL) was added dropwise to a solution of 4-tert-butyl 1-methyl 2-(4-chlorobenzyl)succinate (1.91 g, 6.1 mmol) in DCM (30 mL) at 0° C. The reaction mixture was then warmed to room temperature and stirred for 5 hours. The reaction was then concentrated to dryness to give 3-(4-chlorobenzyl)-4-methoxy-4-oxobutanoic acid as a syrup (1.55 g, 95%), which was used without further purification.